Dataset: the Open Reaction Database (ORD), a public repository of structured organic reaction records. Task: describe an organic reaction: reactants, conditions, products, and yield Product: COC(=O)C=CC1C(C(=O)OC)C1(C)C. RXN SMILES: [CH2:18]([Cl:19])[Cl:20].[CH3:1][C:2]1([CH3:14])[CH:3]([C:11](=[O:12])[OH:13])[CH:4]1[CH:5]=[CH:6][C:7](=[O:8])[O:9][CH3:10].[CH:21]([Cl:22])([Cl:23])[Cl:24].[N+:15](=[N-:16])=[CH2:17]>>[CH3:1][C:2]1([CH3:14])[CH:3]([C:11](=[O:12])[O:13][CH3:17])[CH:4]1[CH:5]=[CH:6][C:7](=[O:8])[O:9][CH3:10]. Reactants: ClCCl, COC(=O)C=CC1C(C(=O)O)C1(C)C, ClC(Cl)Cl, C=[N+]=[N-].